describe an organic reaction: reactants, conditions, products, and yield From a dataset of the Open Reaction Database (ORD), a public repository of structured organic reaction records. The reactants are F[B-](F)(F)F, COc1cccc(OC)c1C(=O)O, CCN(C(C)C)C(C)C, O=CO, Clc1ccc2nc(NCC3CCNC3)oc2c1, Cl, CN(C)C=O, CN(C)C(On1nnc2ccccc21)=[N+](C)C. Product: COc1cccc(OC)c1C(=O)N1CCC(CNc2nc3ccc(Cl)cc3o2)C1. RXN SMILES: [B-:32]([F:33])([F:34])([F:35])[F:36].[CH3:19][O:20][c:21]1[c:22]([C:23](=[O:24])[OH:25])[c:26]([O:30][CH3:31])[cH:27][cH:28][cH:29]1.[CH:59]([N:60]([CH2:61][CH3:62])[CH:63]([CH3:64])[CH3:65])([CH3:66])[CH3:67].[CH:68]([OH:69])=[O:70].[Cl:1][c:2]1[cH:3][c:4]2[c:5]([n:6][c:7]([NH:9][CH2:10][CH:11]3[CH2:12][NH:13][CH2:14][CH2:15]3)[o:8]2)[cH:16][cH:17]1.[ClH:18].[O:54]=[CH:55][N:56]([CH3:57])[CH3:58].[n:37]1([O:38][C:39]([N:40]([CH3:41])[CH3:42])=[N+:43]([CH3:44])[CH3:45])[c:46]2[cH:47][cH:48][cH:49][cH:50][c:51]2[n:52][n:53]1>>[Cl:1][c:2]1[cH:3][c:4]2[c:5]([n:6][c:7]([NH:9][CH2:10][CH:11]3[CH2:12][N:13]([C:23]([c:22]4[c:21]([O:20][CH3:19])[cH:29][cH:28][cH:27][c:26]4[O:30][CH3:31])=[O:24])[CH2:14][CH2:15]3)[o:8]2)[cH:16][cH:17]1. Starting materials: Cl (hydrochloric acid), C(C1=CC=CC=C1)(=O)OCC1C(C1)(CO[Si](C)(C)C(C)(C)C)CO[Si](C)(C)C(C)(C)C (2,2-bis[(tert-butyldimethylsilyloxy)methyl]cyclopropylmethyl benzoate), CO (methanol). Reaction conditions: time 40 minute. Yields the product CC1=C(C(=O)OC2C(C2)(CO)CO)C=CC=C1 (2,2-bis(hydroxymethyl)cyclopropyl methylbenzoate). The yield is 100.0%. As a reaction SMILES: Cl.[C:2]([O:10][CH2:11][CH:12]1C[C:13]1([CH2:24][O:25][Si](C(C)(C)C)(C)C)[CH2:15][O:16][Si](C(C)(C)C)(C)C)(=[O:9])[C:3]1[CH:8]=[CH:7][CH:6]=[CH:5][CH:4]=1.[CH3:33]O>>[CH3:33][C:8]1[CH:7]=[CH:6][CH:5]=[CH:4][C:3]=1[C:2]([O:10][CH:11]1[CH2:12][C:13]1([CH2:15][OH:16])[CH2:24][OH:25])=[O:9]. Reported procedure: 137 ml (137 mmol) of 1N hydrochloric acid, and 683 ml of methanol were added to 21.15 g (45.5 mmol) of 2,2-bis[(tert-butyldimethylsilyloxy)methyl]cyclopropylmethyl benzoate, and the solution was stirred for 40 minutes at room temperature. The solvent was distilled off, and the resulting oily product was purified by silica gel column chromatography (4% methanol/dichloromethane) to obtain 10.91 g (45.5 mmol, 100%) of 2,2-bis(hydroxymethyl)cyclopropyl methylbenzoate. This was a colorless oil; 1H-NM... The solvent is O1CCCC1 (tetrahydrofuran), C(C)(=O)OCC (ethyl acetate), CCCCCC (n-hexane). Procedure: In 30 ml of tetrahydrofuran were dissolved 0.5 g (1.71 mmol) of 2,4-dichloro-5-(2,2,2-trifluoroethylsulfinyl)phenol, 0.33 g (1.74 mmol) of 2-(4-trifluoromethylphenyl)ethanol and 0.49 g (1.87 mmol) of triphenylphosphine. Thereto was added 0.38 g (1.87 mmol) of diisopropyl azodicarboxylate at room temperature, and the reaction mixture was stirred for 16 hours. Then, the solvent was distilled off under reduced pressure, and the residue was purified by silica gel column chromatography (developing so... Starting materials: ClC1=C(C=C(C(=C1)Cl)S(=O)CC(F)(F)F)O (2,4-dichloro-5-(2,2,2-trifluoroethylsulfinyl)phenol), FC(C1=CC=C(C=C1)CCO)(F)F (2-(4-trifluoromethylphenyl)ethanol), C1(=CC=CC=C1)P(C1=CC=CC=C1)C1=CC=CC=C1 (triphenylphosphine), N(=NC(=O)OC(C)C)C(=O)OC(C)C (diisopropyl azodicarboxylate). As a reaction SMILES: [Cl:1][C:2]1[CH:7]=[C:6]([Cl:8])[C:5]([S:9]([CH2:11][C:12]([F:15])([F:14])[F:13])=[O:10])=[CH:4][C:3]=1[OH:16].[F:17][C:18]([F:29])([F:28])[C:19]1[CH:24]=[CH:23][C:22]([CH2:25][CH2:26]O)=[CH:21][CH:20]=1.C1(P(C2C=CC=CC=2)C2C=CC=CC=2)C=CC=CC=1.N(C(OC(C)C)=O)=NC(OC(C)C)=O>O1CCCC1.C(OCC)(=O)C.CCCCCC>[F:17][C:18]([F:28])([F:29])[C:19]1[CH:20]=[CH:21][C:22]([CH2:25][CH2:26][O:16][C:3]2[CH:4]=[C:5]([S:9]([CH2:11][C:12]([F:13])([F:15])[F:14])=[O:10])[C:6]([Cl:8])=[CH:7][C:2]=2[Cl:1])=[CH:23][CH:24]=1. Product: FC(C1=CC=C(C=C1)CCOC1=C(C=C(C(=C1)S(=O)CC(F)(F)F)Cl)Cl)(F)F (2-(4-trifluoromethylphenyl)ethyl-[2,4-dichloro-5-(2,2,2-trifluoroethylsulfinyl)phenyl]ether). Conditions: time 16 hour. Isolated yield 51.5%. Reactants: CN1C(C2=C(OCC(N2)=O)C=C1)=O (6-methyl-4H-pyrido[4,3-b][1,4]oxazine-3,5-dione), C1CC(=O)N(C1=O)Br (NBS), C1CC(=O)N(C1=O)Br (NBS), CC(OCC)=O (EA). The solvent is CC#N (CH3CN). Reaction conditions: time 2 hour. Product: BrC1=CN(C(C2=C1OCC(N2)=O)=O)C (8-bromo-6-methyl-4H-pyrido[4,3-b][1,4]oxazine-3,5-dione). The yield is 78.0%. As a reaction SMILES: [CH3:1][N:2]1[CH:12]=[CH:11][C:5]2[O:6][CH2:7][C:8](=[O:10])[NH:9][C:4]=2[C:3]1=[O:13].C1C(=O)N([Br:21])C(=O)C1.CC(=O)OCC>CC#N>[Br:21][C:11]1[C:5]2[O:6][CH2:7][C:8](=[O:10])[NH:9][C:4]=2[C:3](=[O:13])[N:2]([CH3:1])[CH:12]=1. Procedure details: At room temperature, to the title compound of step 1 (90 mg, 0.5 mmol) in anhydrous CH3CN (1 mL) was added NBS (89 mg, 0.5 mmol). After stirring about 2 h, additional NBS (75 mg, 0.4 mmol) was added and the reaction was complete within 20 min. EA extractive work up and silica gel chromatography gave the title compound (51 mg, 0.39 mmol) in 39% yield. Starting materials: CC(C)(C)S(N)=O, O=Cc1ccc2c(c1)CCC(NC(=O)c1ccc(OCC3CCCO3)cc1)C2, ClCCl, [Cu+2], O=S(=O)([O-])[O-], Cc1ccc(S(=O)(=O)[O-])cc1, c1cc[nH+]cc1. The product is CC(C)(C)S(=O)N=Cc1ccc2c(c1)CCC(NC(=O)c1ccc(OCC3CCCO3)cc1)C2. Reaction SMILES: [CH3:29][C:30]([CH3:31])([CH3:32])[S:33](=[O:34])[NH2:35].[CH:1](=[O:2])[c:3]1[cH:4][c:5]2[c:10]([cH:11][cH:12]1)[CH2:9][CH:8]([NH:13][C:14]([c:15]1[cH:16][cH:17][c:18]([O:21][CH2:22][CH:23]3[O:24][CH2:25][CH2:26][CH2:27]3)[cH:19][cH:20]1)=[O:28])[CH2:7][CH2:6]2.[Cl:59][CH2:60][Cl:61].[Cu+2:53].[O-:54][S:55](=[O:56])(=[O:57])[O-:58].[c:36]1([CH3:37])[cH:38][cH:39][c:40]([S:41]([O-:42])(=[O:43])=[O:44])[cH:45][cH:46]1.[nH+:47]1[cH:48][cH:49][cH:50][cH:51][cH:52]1>>[CH:1]([c:3]1[cH:4][c:5]2[c:10]([cH:11][cH:12]1)[CH2:9][CH:8]([NH:13][C:14]([c:15]1[cH:16][cH:17][c:18]([O:21][CH2:22][CH:23]3[O:24][CH2:25][CH2:26][CH2:27]3)[cH:19][cH:20]1)=[O:28])[CH2:7][CH2:6]2)=[N:35][S:33]([C:30]([CH3:29])([CH3:31])[CH3:32])=[O:34].